This data is from the Open Reaction Database (ORD), a public repository of structured organic reaction records. The task is: describe an organic reaction: reactants, conditions, products, and yield Starting materials: [Li+].[OH-] (LiOH), C1(=CC=CC=C1)COC1=C(C(=O)OC)C=C(C=C1)S(=O)(=O)N1CCCCC1 (methyl 2-[(phenylmethyl)oxy]-5-(1-piperidinylsulfonyl)benzoate), Cl (HCl). The solvent is O1CCCC1 (tetrahydrofuran), O (water), C(C)(=O)OCC (ethyl acetate). Run at temperature 50 celsius. Yields the product C1(=CC=CC=C1)COC1=C(C(=O)O)C=C(C=C1)S(=O)(=O)N1CCCCC1 (2-[(Phenylmethyl)oxy]-5-(1-piperidinylsulfonyl)benzoic acid). RXN SMILES: [Li+].[OH-].[C:3]1([CH2:9][O:10][C:11]2[CH:20]=[CH:19][C:18]([S:21]([N:24]3[CH2:29][CH2:28][CH2:27][CH2:26][CH2:25]3)(=[O:23])=[O:22])=[CH:17][C:12]=2[C:13]([O:15]C)=[O:14])[CH:8]=[CH:7][CH:6]=[CH:5][CH:4]=1.Cl>O1CCCC1.O.C(OCC)(=O)C>[C:3]1([CH2:9][O:10][C:11]2[CH:20]=[CH:19][C:18]([S:21]([N:24]3[CH2:25][CH2:26][CH2:27][CH2:28][CH2:29]3)(=[O:23])=[O:22])=[CH:17][C:12]=2[C:13]([OH:15])=[O:14])[CH:8]=[CH:7][CH:6]=[CH:5][CH:4]=1 |f:0.1|. Reported procedure: LiOH (20.29 mg, 0.847 mmol) was added to a stirred solution of methyl 2-[(phenylmethyl)oxy]-5-(1-piperidinylsulfonyl)benzoate (may be prepared as described in Description 68; 330 mg, 0.85 mmol) in a mixture of tetrahydrofuran and water (3:1, 40 ml). The mixture was heated at 50° C. for 6 h, and then diluted with ethyl acetate (50 ml). 10% Aqueous HCl was added to the mixture to adjust pH to 2. The organic phase was isolated, washed with brine, dried over MgSO4, and concentrated to yield the titl... Starting materials: OCC1CCC(CC1)C#N (4-(hydroxymethyl)cyclohexanecarbonitrile), O (water), Cl (hydrochloric acid), CC1=CC=C(C=C1)S(=O)(=O)Cl (p-tosyl chloride). Solvent: N1=CC=CC=C1 (pyridine). Run at time 3.5 hour. The product is S(=O)(=O)(C1=CC=C(C)C=C1)OC[C@@H]1CC[C@H](CC1)C#N (trans-4-(tosyloxymethyl)cyclohexanecarbonitrile). The yield is 41.9%. RXN SMILES: [OH:1][CH2:2][CH:3]1[CH2:8][CH2:7][CH:6]([C:9]#[N:10])[CH2:5][CH2:4]1.[CH3:11][C:12]1[CH:17]=[CH:16][C:15]([S:18](Cl)(=[O:20])=[O:19])=[CH:14][CH:13]=1.O.Cl>N1C=CC=CC=1>[S:18]([O:1][CH2:2][C@H:3]1[CH2:8][CH2:7][C@H:6]([C:9]#[N:10])[CH2:5][CH2:4]1)([C:15]1[CH:16]=[CH:17][C:12]([CH3:11])=[CH:13][CH:14]=1)(=[O:20])=[O:19]. Procedure details: A solution of 1.20 g of the 4-(hydroxymethyl)cyclohexanecarbonitrile obtained in 5 ml of pyridine was treated portionwise at room temperature and under argon gasification with 2.46 g of p-tosyl chloride. After stirring at room temperature for 3.5 hours (formation of a white precipitate), the mixture, cooled to 0° C., was treated with about 2 ml of water, cautiously made acid with about 7 ml of concentrated hydrochloric acid and extracted three times with 30 ml of diethyl ether each time. The org... Starting materials: [H-].[H-].[H-].[H-].[Li+].[Al+3] (LiAlH4), FC=1C=CC2=C(N(CCO2)N=O)C1 (6-fluoro-4-nitroso-3,4-dihydro-2H-benzo[1,4]oxazine). Run in C1CCOC1 (THF), C1CCOC1 (THF). Run at time 8 hour. Yields the product FC=1C=CC2=C(N(CCO2)N)C1 (6-fluoro-2,3-dihydro-benzo[1,4]oxazin-4-ylamine). Yield: 0.1%. Reaction SMILES: [H-].[H-].[H-].[H-].[Li+].[Al+3].[F:7][C:8]1[CH:9]=[CH:10][C:11]2[O:16][CH2:15][CH2:14][N:13]([N:17]=O)[C:12]=2[CH:19]=1>C1COCC1>[F:7][C:8]1[CH:9]=[CH:10][C:11]2[O:16][CH2:15][CH2:14][N:13]([NH2:17])[C:12]=2[CH:19]=1 |f:0.1.2.3.4.5|. Procedure details: LiAlH4 in THF (1 M, 6.58 mL) is added to a solution of 6-fluoro-4-nitroso-3,4-dihydro-2H-benzo[1,4]oxazine (0.8 g) in THF (10 mL) at 00 C. and then stirred at rt overnight. The reaction mixture is quenched with a few drops of water followed by addition of EtOAc (10 mL). The solid is filtered off and washed with EtOAc (15 mL). The filtrate is concentrated in vacuo and the residue is purified by silica gel column chromatography eluting with 15% EtOAc in heptane to afford 6-fluoro-2,3-dihydro-benzo... The reactants are BrC=1C=CC2=C(CCO[C@H]2CCO)C1 (2-((1S)-6-bromo-3,4-dihydro-1H-2-benzopyran-1-yl)ethanol), CS(=O)(=O)Cl (methanesulfonyl chloride), CS(=O)(=O)OCC[C@@H]1OCCC2=C1C=CC(=C2)C(=O)N (2-[(1S)-6-(aminocarbonyl)-3,4-dihydro-1H-2-benzopyran-1-yl]ethyl methanesulfonate). The product is CS(=O)(=O)OCC[C@@H]1OCCC2=C1C=CC(=C2)Br (2-((1S)-6-Bromo-3,4-dihydro-1H-2-benzopyran-1-yl)ethyl methanesulfonate). RXN SMILES: [Br:1][C:2]1[CH:3]=[CH:4][C:5]2[C@H:10]([CH2:11][CH2:12][OH:13])[O:9][CH2:8][CH2:7][C:6]=2[CH:14]=1.[CH3:15][S:16](Cl)(=[O:18])=[O:17].CS(OCC[C@H]1C2C=CC(C(N)=O)=CC=2CCO1)(=O)=O>>[CH3:15][S:16]([O:13][CH2:12][CH2:11][C@H:10]1[C:5]2[CH:4]=[CH:3][C:2]([Br:1])=[CH:14][C:6]=2[CH2:7][CH2:8][O:9]1)(=[O:18])=[O:17]. Procedure: The title compound was prepared from 2-((1S)-6-bromo-3,4-dihydro-1H-2-benzopyran-1-yl)ethanol and methanesulfonyl chloride, as described for the preparation of 2-[(1S)-6-(aminocarbonyl)-3,4-dihydro-1H-2-benzopyran-1-yl]ethyl methanesulfonate. Starting materials: [Cl-].[NH4+] (ammonium chloride), ClC1(C(CC1=O)C1=CC=C(C=C1)C(C(=O)OCC)[C@H](C(F)(F)F)C)Cl (ethyl (3R)-2-[4-(2,2-dichloro-3-oxocyclobutyl)phenyl]-4,4,4-trifluoro-3-methylbutanoate), ClCCl (dichloromethane). The reagents and catalysts are [Zn] (zinc). The solvent is C1CCOC1 (THF). Conditions: temperature 75 celsius, time 5 hour. Yields the product FC([C@@H](C(C(=O)OCC)C1=CC=C(C=C1)C1CC(C1)=O)C)(F)F (Ethyl (3R)-4,4,4-trifluoro-3-methyl-2-[4-(3-oxocyclobutyl)phenyl]butanoate). Reaction SMILES: [Cl-].[NH4+].Cl[C:4]1(Cl)[C:7](=[O:8])[CH2:6][CH:5]1[C:9]1[CH:14]=[CH:13][C:12]([CH:15]([C@@H:21]([CH3:26])[C:22]([F:25])([F:24])[F:23])[C:16]([O:18][CH2:19][CH3:20])=[O:17])=[CH:11][CH:10]=1.ClCCl>C1COCC1.[Zn]>[F:23][C:22]([F:24])([F:25])[C@H:21]([CH3:26])[CH:15]([C:12]1[CH:11]=[CH:10][C:9]([CH:5]2[CH2:6][C:7](=[O:8])[CH2:4]2)=[CH:14][CH:13]=1)[C:16]([O:18][CH2:19][CH3:20])=[O:17] |f:0.1|. Procedure details: 100 ml of saturated aqueous ammonium chloride solution were added to 4.57 g (11.51 mmol) of ethyl (3R)-2-[4-(2,2-dichloro-3-oxocyclobutyl)phenyl]-4,4,4-trifluoro-3-methylbutanoate and 3.76 g (57.5 mmol) of zinc dust in 100 ml of THF, and the mixture was then stirred at 75° C. for 5 h. After cooling to room temperature and addition of dichloromethane, the reaction mixture was washed with water. After separation of the phases, the aqueous phase was back-extracted three times with dichloromethane. ... Starting materials: C(C)NCCCC(O)C1=CC=C(C=C1)NS(=O)(=O)C (N-(4-(4-(ethylamino)-1-hydroxybutyl)phenyl)methanesulfonamide), C([O-])(O)=O.[Na+] (sodium bicarbonate), BrCCCCC(C)(C)F (1-bromo-5-fluoro-5-methylhexane). The solvent is C(C)#N (acetonitrile). Product: C(C)N(CCCC(O)C1=CC=C(C=C1)NS(=O)(=O)C)CCCCC(C)(C)F (N-(4-(4-(Ethyl(5-fluoro-5-methylhexyl)amino)-1-hydroxybutyl)phenyl)methanesulfonamide). As a reaction SMILES: [CH2:1]([NH:3][CH2:4][CH2:5][CH2:6][CH:7]([C:9]1[CH:14]=[CH:13][C:12]([NH:15][S:16]([CH3:19])(=[O:18])=[O:17])=[CH:11][CH:10]=1)[OH:8])[CH3:2].C(=O)(O)[O-].[Na+].Br[CH2:26][CH2:27][CH2:28][CH2:29][C:30]([F:33])([CH3:32])[CH3:31]>C(#N)C>[CH2:1]([N:3]([CH2:26][CH2:27][CH2:28][CH2:29][C:30]([F:33])([CH3:32])[CH3:31])[CH2:4][CH2:5][CH2:6][CH:7]([C:9]1[CH:10]=[CH:11][C:12]([NH:15][S:16]([CH3:19])(=[O:17])=[O:18])=[CH:13][CH:14]=1)[OH:8])[CH3:2] |f:1.2|. Reported procedure: According to Procedure B (Example 17, Step IV), a stirred mixture of N-[4-[4-(ethylamino)-1-hydroxybutyl]phenyl]methanesulfonamide (Example 7, Step II) and sodium bicarbonate in acetonitrile was allowed to react with 1-bromo-5-fluoro-5-methylhexane (Step III) to give the titled product, a compound of Formula I'. The high resolution mass spectrum had M+ at m/z 402. Theory for C20H35FN2O3S: 402.2352; measured: 402.2350. Reactants: N\C(=C/C(=O)OCC)\CCC1=CC=C(C=C1)C(F)(F)F (Ethyl (2Z)-3-amino-5-[4-(trifluoromethyl)phenyl]-2-pentenoate), C(=O)(O)C1=CC=C(C=O)C=C1 (4-carboxy-benzaldehyde), C(C)OC(CC(=O)[C@H]1N(CCC1)C(=O)OC(C)(C)C)=O (tert-butyl (2S)-2-(3-ethoxy-3-oxopropanoyl)-1-pyrrolidinecarboxylate), N1CCCCC1 (piperidine), N1CC=CC=C1 (dihydropyridine), ceric ammonium nitrate. The solvent is C1(=CC=CC=C1)C (toluene), CCOC(=O)C (EtOAc), CC#N (CH3CN), CCOC(=O)C (EtOAc), O (H2O). Reaction conditions: time 45 minute. Yields the product C(C)OC(=O)C1=C(C2=C([C@@H]3CCCN3C2=O)N=C1CCC1=CC=C(C=C1)C(F)(F)F)C1=CC=C(C(=O)O)C=C1 (4-((9aS)-3-(Ethoxycarbonyl)-5-oxo-2-{2-[4-(trifluoromethyl)phenyl]ethyl}-7,8,9,9a-tetrahydro-5H-pyrido[2,3-a]pyrrolizin-4-yl)benzoic acid). The yield is 39.9%. As a reaction SMILES: [NH2:1]/[C:2](/[CH2:9][CH2:10][C:11]1[CH:16]=[CH:15][C:14]([C:17]([F:20])([F:19])[F:18])=[CH:13][CH:12]=1)=[CH:3]\[C:4]([O:6][CH2:7][CH3:8])=[O:5].[C:21]([C:24]1[CH:31]=[CH:30][C:27]([CH:28]=O)=[CH:26][CH:25]=1)([OH:23])=[O:22].C(OC(=O)[CH2:36][C:37]([C@@H:39]1[CH2:43][CH2:42][CH2:41][N:40]1[C:44]([O:46]C(C)(C)C)=O)=O)C.N1CCCCC1.N1C=CC=CC1>CCOC(C)=O.CC#N.O.C1(C)C=CC=CC=1>[CH2:7]([O:6][C:4]([C:3]1[C:2]([CH2:9][CH2:10][C:11]2[CH:12]=[CH:13][C:14]([C:17]([F:18])([F:19])[F:20])=[CH:15][CH:16]=2)=[N:1][C:37]2[C@H:39]3[N:40]([C:44](=[O:46])[C:36]=2[C:28]=1[C:27]1[CH:30]=[CH:31][C:24]([C:21]([OH:23])=[O:22])=[CH:25][CH:26]=1)[CH2:41][CH2:42][CH2:43]3)=[O:5])[CH3:8]. Procedure: Ethyl (2Z)-3-amino-5-[4-(trifluoromethyl)phenyl]-2-pentenoate (28.73 g, 100 mol), 4-carboxy-benzaldehyde (15.0 g, 100 mmol), tert-butyl (2S)-2-(3-ethoxy-3-oxopropanoyl)-1-pyrrolidinecarboxylate (28.52 g, 100 mmol), and piperidine (4.94 mL, 50 mmol) were added to 100 mL toluene and refluxed under Dean-Stark conditions for 18 h. The reaction mixture was cooled to ambient temperature, diluted with EtOAc and washed with pH 4.0 buffer (2×), brine and dried over Na2SO4. The organics were concentrated ...